This data is from the Open Reaction Database (ORD), a public repository of structured organic reaction records. The task is: describe an organic reaction: reactants, conditions, products, and yield Reactants: COC(=O)c1ccccc1Br, CC(C)(C)OC(=O)Cc1ccccc1Br, O=C([O-])[O-], CC(=O)[O-], [K+], [Na+], [Na+], CN(C)C=O. Yields the product COC(=O)c1ccccc1-c1ccccc1CC(=O)OC(C)(C)C. As a reaction SMILES: [Br:21][c:22]1[c:23]([C:24](=[O:25])[O:26][CH3:27])[cH:28][cH:29][cH:30][cH:31]1.[C:1]([CH3:2])([CH3:3])([CH3:4])[O:5][C:6]([CH2:7][c:8]1[c:9]([Br:14])[cH:10][cH:11][cH:12][cH:13]1)=[O:15].[C:32](=[O:33])([O-:34])[O-:35].[CH3:17][C:18](=[O:19])[O-:20].[K+:16].[Na+:36].[Na+:37].[O:38]=[CH:39][N:40]([CH3:41])[CH3:42]>>[C:1]([CH3:2])([CH3:3])([CH3:4])[O:5][C:6]([CH2:7][c:8]1[c:9](-[c:22]2[c:23]([C:24](=[O:25])[O:26][CH3:27])[cH:28][cH:29][cH:30][cH:31]2)[cH:10][cH:11][cH:12][cH:13]1)=[O:15]. Starting materials: COc1cc(NC(C)=O)ccc1C(C)=O, C1CCOC1, C[Mg+], [Cl-]. Yields the product COc1cc(NC(C)=O)ccc1C(C)(C)O. Reaction SMILES: [C:4]([CH3:5])(=[O:6])[c:7]1[c:8]([O:17][CH3:18])[cH:9][c:10]([NH:13][C:14]([CH3:15])=[O:16])[cH:11][cH:12]1.[CH2:19]1[O:20][CH2:21][CH2:22][CH2:23]1.[CH3:2][Mg+:3].[Cl-:1]>>[CH3:2][C:4]([CH3:5])([OH:6])[c:7]1[c:8]([O:17][CH3:18])[cH:9][c:10]([NH:13][C:14]([CH3:15])=[O:16])[cH:11][cH:12]1. Reactants: COc1ccc(CNc2cc3c(Nc4cccc(Br)c4)c(C#N)cnc3cn2)cc1, ClCCl, Cc1ccccc1, O=C(O)C(F)(F)F. Product: N#Cc1cnc2cnc(N)cc2c1Nc1cccc(Br)c1. Reaction SMILES: [Br:1][c:2]1[cH:3][c:4]([NH:8][c:9]2[c:10]([C:29]#[N:30])[cH:11][n:12][c:13]3[cH:14][n:15][c:16]([NH:19][CH2:20][c:21]4[cH:22][cH:23][c:24]([O:25][CH3:26])[cH:27][cH:28]4)[cH:17][c:18]23)[cH:5][cH:6][cH:7]1.[CH2:45]([Cl:46])[Cl:47].[CH3:38][c:39]1[cH:40][cH:41][cH:42][cH:43][cH:44]1.[OH:31][C:32]([C:33]([F:34])([F:35])[F:36])=[O:37]>>[Br:1][c:2]1[cH:3][c:4]([NH:8][c:9]2[c:10]([C:29]#[N:30])[cH:11][n:12][c:13]3[cH:14][n:15][c:16]([NH2:19])[cH:17][c:18]23)[cH:5][cH:6][cH:7]1. Reactants: C(C)(C)(C)O[K] (tBuOK), Cl (HCl), CNC(CC1=CC2=CC=CC=C2C=C1)=O (N-Methyl-2-naphthalen-2-yl-acetamide), C(C1=CC=NC=C1)(=O)OCC (ethyl isonicotinate). Solvent: C1CCOC1 (THF), O (water). Run at time 8 hour. Yields the product OC(=C(C(=O)NC)C1=CC2=CC=CC=C2C=C1)C1=CC=NC=C1 (3-Hydroxy-N-methyl-2-naphthalen-2-yl-3-pyridin-4-yl-acrylamide). As a reaction SMILES: [CH3:1][NH:2][C:3](=[O:15])[CH2:4][C:5]1[CH:14]=[CH:13][C:12]2[C:7](=[CH:8][CH:9]=[CH:10][CH:11]=2)[CH:6]=1.[C:16](OCC)(=[O:23])[C:17]1[CH:22]=[CH:21][N:20]=[CH:19][CH:18]=1.C(O[K])(C)(C)C.Cl>C1COCC1.O>[OH:23][C:16]([C:17]1[CH:22]=[CH:21][N:20]=[CH:19][CH:18]=1)=[C:4]([C:5]1[CH:14]=[CH:13][C:12]2[C:7](=[CH:8][CH:9]=[CH:10][CH:11]=2)[CH:6]=1)[C:3]([NH:2][CH3:1])=[O:15]. Procedure: N-Methyl-2-naphthalen-2-yl-acetamide (94 g, 470 mmol) and 71.3 g (71 ml) of ethyl isonicotinate (470 mmol) were partially dissolved in 800 mL of anhydrous THF in a 3 L, 3-necked r.b. flask equipped with a mechanical stir, temperature probe, and a 500-mL addition funnel. The flask was cooled to 0–5° C. in an ice-water bath. tBuOK (1M in THF, 470 mL) was added slowly into the heterogeneous mixture. After the addition, the resulting yellow-brown heterogeneous mixture was stirred overnight at RT. Th... Starting materials: ClC=1C=C2C(=CN1)NC(=C2)C(=O)O (5-chloro-1H-pyrrolo[2,3-c]pyridine-2-carboxylic acid), N[C@H]([C@@H](O)C1=CC=CC=C1)COC ((1S,2S)-(+)-2-amino-3-methoxy-1-phenyl-1-propanol), C=1C=CC2=C(C1)N=NN2O (HOBt), CCN(C(C)C)C(C)C (DIPEA), CCN=C=NCCCN(C)C (EDCI). The solvent is CN(C)C=O (DMF), [Cl-].[Na+].O (brine). Reaction conditions: time 12 hour. Yields the product O[C@H]([C@H](COC)NC(=O)C1=CC=2C(=CN=C(C2)Cl)N1)C1=CC=CC=C1 (5-Chloro-1H-pyrrolo[2,3-c]pyridine-2-carboxylic acid (2-(S)-hydroxy-1-(S)-methoxymethyl-2-phenylethyl)amide). Reaction SMILES: [Cl:1][C:2]1[CH:3]=[C:4]2[CH:10]=[C:9]([C:11]([OH:13])=O)[NH:8][C:5]2=[CH:6][N:7]=1.[NH2:14][C@@H:15]([CH2:24][O:25][CH3:26])[C@H:16]([C:18]1[CH:23]=[CH:22][CH:21]=[CH:20][CH:19]=1)[OH:17].C1C=CC2N(O)N=NC=2C=1.CCN(C(C)C)C(C)C.CCN=C=NCCCN(C)C>CN(C=O)C.[Cl-].[Na+].O>[OH:17][C@@H:16]([C:18]1[CH:23]=[CH:22][CH:21]=[CH:20][CH:19]=1)[C@@H:15]([NH:14][C:11]([C:9]1[NH:8][C:5]2=[CH:6][N:7]=[C:2]([Cl:1])[CH:3]=[C:4]2[CH:10]=1)=[O:13])[CH2:24][O:25][CH3:26] |f:6.7.8|. Reported procedure: To a solution of 5-chloro-1H-pyrrolo[2,3-c]pyridine-2-carboxylic acid (Preparation 18, 223 mg, 1.13 mmol) and commercially available (1S,2S)-(+)-2-amino-3-methoxy-1-phenyl-1-propanol (200 mg, 1.10 mmol) in DMF (5 mL) was added HOBt (173 mg, 1.13 mmol), DIPEA (0.42 mL, 2.41 mmol) and EDCI (260 mg, 1.36 mmol). After stirring at rt for 12 h the mixture was added to diluted brine (100 mL, water/brine: 1/1). Extraction with ethyl acetate (4×25 mL), washing of the combined extracts with diluted hydroc... The reactants are Cl.Cl.NC1=CC(=C(C(=O)NCC2CCNCC2)C=C1Cl)OC (4-Amino-5-chloro-2-methoxy-N-(piperidin-4-ylmethyl)benzamide dihydrochloride), C([O-])([O-])=O.[K+].[K+] (potassium carbonate), C(C1=CC=CC=C1)OCCCCBr (4-benzyloxybutyl bromide). The product is NC1=CC(=C(C(=O)NCC2CCN(CC2)CCCCOCC2=CC=CC=C2)C=C1Cl)OC (4-amino-5-chloro-2-methoxy-N-((1-(4-benzyloxybutyl)piperidin-4-yl)methyl)benzamide). Isolated yield 23.4%. Reaction SMILES: Cl.Cl.[NH2:3][C:4]1[C:19]([Cl:20])=[CH:18][C:7]([C:8]([NH:10][CH2:11][CH:12]2[CH2:17][CH2:16][NH:15][CH2:14][CH2:13]2)=[O:9])=[C:6]([O:21][CH3:22])[CH:5]=1.C(=O)([O-])[O-].[K+].[K+].[CH2:29]([O:36][CH2:37][CH2:38][CH2:39][CH2:40]Br)[C:30]1[CH:35]=[CH:34][CH:33]=[CH:32][CH:31]=1>>[NH2:3][C:4]1[C:19]([Cl:20])=[CH:18][C:7]([C:8]([NH:10][CH2:11][CH:12]2[CH2:13][CH2:14][N:15]([CH2:40][CH2:39][CH2:38][CH2:37][O:36][CH2:29][C:30]3[CH:35]=[CH:34][CH:33]=[CH:32][CH:31]=3)[CH2:16][CH2:17]2)=[O:9])=[C:6]([O:21][CH3:22])[CH:5]=1 |f:0.1.2,3.4.5|. Procedure: 4-Amino-5-chloro-2-methoxy-N-(piperidin-4-ylmethyl)benzamide dihydrochloride (1.1 g) as starting compound, potassium carbonate (1.5 g) and 4-benzyloxybutyl bromide (1.0 g) were reacted and treated in the same manner as in Example 168 to give 0.32 g of 4-amino-5-chloro-2-methoxy-N-((1-(4-benzyloxybutyl)piperidin-4-yl)methyl)benzamide.